From a dataset of the Open Reaction Database (ORD), a public repository of structured organic reaction records. describe an organic reaction: reactants, conditions, products, and yield Yields the product COc1cccc(Nc2cc(C)nc(-c3ccccn3)n2)c1OC. The reactants are COc1cccc(N)c1OC, Cc1cc(Cl)nc(-c2ccccn2)n1. RXN SMILES: [CH3:15][O:16][c:17]1[c:18]([NH2:19])[cH:20][cH:21][cH:22][c:23]1[O:24][CH3:25].[Cl:1][c:2]1[n:3][c:4](-[c:9]2[n:10][cH:11][cH:12][cH:13][cH:14]2)[n:5][c:6]([CH3:8])[cH:7]1>>[c:2]1([NH:19][c:18]2[c:17]([O:16][CH3:15])[c:23]([O:24][CH3:25])[cH:22][cH:21][cH:20]2)[n:3][c:4](-[c:9]2[n:10][cH:11][cH:12][cH:13][cH:14]2)[n:5][c:6]([CH3:8])[cH:7]1. The reactants are O (water), NC1=CC=C(C=C1)C=1C2CC2C(NN1)=O (2-(p-aminophenyl)-3,4-diaza-bicyclo[4.1.0]hept-2-en-5-one), C(C=C)(=O)Cl (acryloyl chloride). The solvent is C1(=CC=CC=C1)C (toluene). Yields the product C(C=C)(=O)NC1=CC=C(C=C1)C=1C2CC2C(NN1)=O (2-(p-acryloylaminophenyl)-3,4-diaza-bicyclo[4.1.0]hept-2-en-5-one), compound. Isolated yield 45.0%. As a reaction SMILES: [NH2:1][C:2]1[CH:7]=[CH:6][C:5]([C:8]2[CH:9]3[CH:11]([C:12](=[O:15])[NH:13][N:14]=2)[CH2:10]3)=[CH:4][CH:3]=1.[C:16](Cl)(=[O:19])[CH:17]=[CH2:18].O>C1(C)C=CC=CC=1>[C:16]([NH:1][C:2]1[CH:3]=[CH:4][C:5]([C:8]2[CH:9]3[CH:11]([C:12](=[O:15])[NH:13][N:14]=2)[CH2:10]3)=[CH:6][CH:7]=1)(=[O:19])[CH:17]=[CH2:18]. Procedure details: Using a method similar to Example 11, 6.0 g (29.8 millimoles) of 2-(p-aminophenyl)-3,4-diaza-bicyclo[4.1.0]hept-2-en-5-one (see Example 8a) are reacted with 4.05 g (44.7 millimoles) of acryloyl chloride in toluene. The product is filtered off at 10° C., washed first with toluene and then with water, and recrystallized from a dimethylformamide/water mixture. 3.5 g (45% of theory) of 2-(p-acryloylaminophenyl)-3,4-diaza-bicyclo[4.1.0]hept-2-en-5-one, hydrated with one mole of water per four moles o...